From a dataset of the Open Reaction Database (ORD), a public repository of structured organic reaction records. describe an organic reaction: reactants, conditions, products, and yield The reactants are O=C([O-])[O-], CN(C)C=O, Cl, Cl, [K+], [K+], COc1cc(N)c(Cl)cc1C(=O)NCC1CCNCC1, ClCCCCCOc1ccccc1, O. Product: COc1cc(N)c(Cl)cc1C(=O)NCC1CCN(CCCCCOc2ccccc2)CC1. As a reaction SMILES: [C:1](=[O:2])([O-:3])[O-:4].[CH3:43][N:44]([CH3:45])[CH:46]=[O:47].[ClH:20].[ClH:21].[K+:5].[K+:6].[NH2:22][c:23]1[cH:24][c:25]([O:40][CH3:41])[c:26]([C:27](=[O:28])[NH:29][CH2:30][CH:31]2[CH2:32][CH2:33][NH:34][CH2:35][CH2:36]2)[cH:37][c:38]1[Cl:39].[O:7]([c:8]1[cH:9][cH:10][cH:11][cH:12][cH:13]1)[CH2:14][CH2:15][CH2:16][CH2:17][CH2:18][Cl:19].[OH2:42]>>[O:7]([c:8]1[cH:9][cH:10][cH:11][cH:12][cH:13]1)[CH2:14][CH2:15][CH2:16][CH2:17][CH2:18][N:34]1[CH2:33][CH2:32][CH:31]([CH2:30][NH:29][C:27]([c:26]2[c:25]([O:40][CH3:41])[cH:24][c:23]([NH2:22])[c:38]([Cl:39])[cH:37]2)=[O:28])[CH2:36][CH2:35]1. Reactants: COC(=O)CC1CCC(CN2CCCC(N(Cc3cc(Cl)cc(C(F)(F)F)c3)c3nnn(C)n3)c3cc(C)c(C(F)(F)F)cc32)CC1, CO, Cl, [Na+], [OH-], O. Product: Cc1cc2c(cc1C(F)(F)F)N(CC1CCC(CC(=O)O)CC1)CCCC2N(Cc1cc(Cl)cc(C(F)(F)F)c1)c1nnn(C)n1. As a reaction SMILES: [CH3:1][O:2][C:3]([CH2:4][CH:5]1[CH2:6][CH2:7][CH:8]([CH2:11][N:12]2[c:13]3[c:14]([cH:38][c:39]([CH3:46])[c:40]([C:42]([F:43])([F:44])[F:45])[cH:41]3)[CH:15]([N:19]([c:20]3[n:21][n:22][n:23]([CH3:25])[n:24]3)[CH2:26][c:27]3[cH:28][c:29]([Cl:37])[cH:30][c:31]([C:33]([F:34])([F:35])[F:36])[cH:32]3)[CH2:16][CH2:17][CH2:18]2)[CH2:9][CH2:10]1)=[O:47].[CH3:50][OH:51].[ClH:53].[Na+:49].[OH-:48].[OH2:52]>>[O:2]=[C:3]([CH2:4][CH:5]1[CH2:6][CH2:7][CH:8]([CH2:11][N:12]2[c:13]3[c:14]([cH:38][c:39]([CH3:46])[c:40]([C:42]([F:43])([F:44])[F:45])[cH:41]3)[CH:15]([N:19]([c:20]3[n:21][n:22][n:23]([CH3:25])[n:24]3)[CH2:26][c:27]3[cH:28][c:29]([Cl:37])[cH:30][c:31]([C:33]([F:34])([F:35])[F:36])[cH:32]3)[CH2:16][CH2:17][CH2:18]2)[CH2:9][CH2:10]1)[OH:47]. Reactants: C1[C@H](C2=CC=CC=C2)O1 ((S)-styrene oxide), ClC1=C(C(=O)OC)C=CC(=C1)S (methyl 2-chloro-4-mercaptobenzoate). The product is ClC1=C(C(=O)OC)C=CC(=C1)SC[C@H](C1=CC=CC=C1)O ((S)-methyl 2-chloro-4-(2-hydroxy-2-phenylethylthio)benzoate). As a reaction SMILES: [CH2:1]1[O:9][C@H:2]1[C:3]1[CH:8]=[CH:7][CH:6]=[CH:5][CH:4]=1.[Cl:10][C:11]1[CH:20]=[C:19]([SH:21])[CH:18]=[CH:17][C:12]=1[C:13]([O:15][CH3:16])=[O:14]>>[Cl:10][C:11]1[CH:20]=[C:19]([S:21][CH2:1][C@@H:2]([OH:9])[C:3]2[CH:8]=[CH:7][CH:6]=[CH:5][CH:4]=2)[CH:18]=[CH:17][C:12]=1[C:13]([O:15][CH3:16])=[O:14]. Procedure details: 119 mg of (S)-styrene oxide was reacted with methyl 2-chloro-4-mercaptobenzoate via Procedure S to afford (S)-methyl 2-chloro-4-(2-hydroxy-2-phenylethylthio)benzoate. 230 mg of (S)-methyl-2-chloro-4-(2-hydroxy-2-phenylethylthio)benzoate was hydrolyzed via Procedure M to give (S)-2-chloro-4-(2-hydroxy-2-phenylethylthio)benzoic acid. 180 mg of (S)-2-chloro-4-(2-hydroxy-2-phenylethylthio)benzoic acid was reacted via Procedure R to give (S)-2-chloro-4-(2-hydroxy-2-phenylethylsulfonyl)benzoic acid. 6... Starting materials: [Br-], O=Cc1ccccc1, OC(c1ccccc1)c1ccc(Cl)cc1C(F)(F)F, FC(F)(F)c1ccccc1[Mg+]. The product is OC(c1ccccc1)c1ccccc1C(F)(F)F. As a reaction SMILES: [Br-:1].[CH:13]([c:14]1[cH:15][cH:16][cH:17][cH:18][cH:19]1)=[O:20].[F:21][C:22]([c:23]1[c:24]([CH:25]([c:26]2[cH:27][cH:28][cH:29][cH:30][cH:31]2)[OH:32])[cH:33][cH:34][c:35]([Cl:37])[cH:36]1)([F:38])[F:39].[F:2][C:3]([F:4])([F:5])[c:6]1[cH:7][cH:8][cH:9][cH:10][c:11]1[Mg+:12]>>[F:21][C:22]([c:23]1[c:24]([CH:25]([c:26]2[cH:27][cH:28][cH:29][cH:30][cH:31]2)[OH:32])[cH:33][cH:34][cH:35][cH:36]1)([F:38])[F:39]. Starting materials: C1COCCO1, CCOC(C)=O, COc1ccc(C=O)c(OS(=O)(=O)C(F)(F)F)c1, [K+], [K+], [K+], O, O=P([O-])([O-])[O-], c1ccc(P(c2ccccc2)(c2ccccc2)[Pd](P(c2ccccc2)(c2ccccc2)c2ccccc2)(P(c2ccccc2)(c2ccccc2)c2ccccc2)P(c2ccccc2)(c2ccccc2)c2ccccc2)cc1, OB(O)c1cccs1. Reaction SMILES: [CH2:35]1[O:36][CH2:37][CH2:38][O:39][CH2:40]1.[CH3:41][CH2:42][O:43][C:44]([CH3:45])=[O:46].[CH:1](=[O:2])[c:3]1[c:4]([O:11][S:12]([C:13]([F:14])([F:15])[F:16])(=[O:17])=[O:18])[cH:5][c:6]([O:9][CH3:10])[cH:7][cH:8]1.[K+:32].[K+:33].[K+:34].[OH2:47].[P:27]([O-:28])([O-:29])([O-:30])=[O:31].[cH:48]1[cH:49][cH:50][c:51]([P:52]([Pd:53]([P:54]([c:55]2[cH:56][cH:57][cH:58][cH:59][cH:60]2)([c:61]2[cH:62][cH:63][cH:64][cH:65][cH:66]2)[c:67]2[cH:68][cH:69][cH:70][cH:71][cH:72]2)([P:73]([c:74]2[cH:75][cH:76][cH:77][cH:78][cH:79]2)([c:80]2[cH:81][cH:82][cH:83][cH:84][cH:85]2)[c:86]2[cH:87][cH:88][cH:89][cH:90][cH:91]2)[P:92]([c:93]2[cH:94][cH:95][cH:96][cH:97][cH:98]2)([c:99]2[cH:100][cH:101][cH:102][cH:103][cH:104]2)[c:105]2[cH:106][cH:107][cH:108][cH:109][cH:110]2)([c:111]2[cH:112][cH:113][cH:114][cH:115][cH:116]2)[c:117]2[cH:118][cH:119][cH:120][cH:121][cH:122]2)[cH:123][cH:124]1.[s:19]1[c:20]([B:24]([OH:25])[OH:26])[cH:21][cH:22][cH:23]1>>[CH:1](=[O:2])[c:3]1[c:4](-[c:20]2[s:19][cH:23][cH:22][cH:21]2)[cH:5][c:6]([O:9][CH3:10])[cH:7][cH:8]1. Product: COc1ccc(C=O)c(-c2cccs2)c1.